Dataset: the Open Reaction Database (ORD), a public repository of structured organic reaction records. Task: describe an organic reaction: reactants, conditions, products, and yield Starting materials: C1=CN2[C@H]3[C@H]([C@@H]([C@H](O3)CO)O)OC2=NC1=N (cyclocytidine), Cl (hydrogen chloride), diacetyl, carbocyclic, CO (methanol). Conditions: time 8 hour. Product: carbocyclic, [C@@H]1([C@@H](O)[C@H](O)[C@H](O1)CO)N1C(=O)N=C(N)C=C1 (1-β-arabinofuranosylcytosine). RXN SMILES: [CH:1]1[C:15](=[NH:16])[N:14]=[C:13]2[N:3]([C@@H:4]3[O:8][C@H:7]([CH2:9][OH:10])[C@@H:6]([OH:11])[C@@H:5]3[O:12]2)[CH:2]=1.Cl.C[OH:19]>>[C@@H:4]1([N:3]2[CH:2]=[CH:1][C:15]([NH2:16])=[N:14][C:13]2=[O:12])[O:8][C@H:7]([CH2:9][OH:10])[C@@H:6]([OH:11])[C@@H:5]1[OH:19]. Reported procedure: A solution of the diacetyl derivative (30 mg.) of the carbocyclic analog of cyclocytidine, described immediately above, in methanol (15 ml.) saturated with hydrogen chloride was stirred at room temperature overnight. Evaporation of volatile components with a stream of nitrogen, then under reduced pressure, and in a high vacuum left the hydrochloride of the carbocyclic analog of cyclocytidine (30 mg.); the mass spectrum included the expected peaks (m/e 223, 206, 192). A solution of this material ...